This data is from the Open Reaction Database (ORD), a public repository of structured organic reaction records. The task is: describe an organic reaction: reactants, conditions, products, and yield The reactants are C(C)(C)N1CCN(CC1)C(=O)C=1C=C2C=C(NC2=CC1)C(=O)O (5-(4-isopropyl-piperazine-1-carbonyl)-1H-indole-2-carboxylic acid), Cl (hydrochloride), F[B-](F)(F)F.N1(N=NC2=C1C=CC=C2)OC(=[N+](C)C)N(C)C (O-(benzotriazol-1-yl)-N,N,N′,N′-tetramethyluronium tetrafluoroborate), CNCC1=CC=CC=C1 (methylbenzylamine), C(C)(C)N(C(C)C)CC (N,N-diisopropylethylamine). The solvent is CN(C=O)C (N,N-dimethylformamide). Yields the product C(C)(C)N1CCN(CC1)C(=O)C=1C=C2C=C(NC2=CC1)C(=O)N1CCCC1 ([5-(4-Isopropyl-piperazine-1-carbonyl)-1H-indol-2-yl]-pyrrolidin-1-yl-methanone). Reaction SMILES: [CH:1]([N:4]1[CH2:9][CH2:8][N:7]([C:10]([C:12]2[CH:13]=[C:14]3[C:18](=[CH:19][CH:20]=2)[NH:17][C:16]([C:21]([OH:23])=O)=[CH:15]3)=[O:11])[CH2:6][CH2:5]1)([CH3:3])[CH3:2].Cl.F[B-](F)(F)F.N1(OC(N(C)C)=[N+](C)C)C2C=[CH:36][CH:37]=[CH:38][C:33]=2[N:32]=N1.CNCC1C=CC=CC=1.C(N(CC)C(C)C)(C)C>CN(C)C=O>[CH:1]([N:4]1[CH2:9][CH2:8][N:7]([C:10]([C:12]2[CH:13]=[C:14]3[C:18](=[CH:19][CH:20]=2)[NH:17][C:16]([C:21]([N:32]2[CH2:33][CH2:38][CH2:37][CH2:36]2)=[O:23])=[CH:15]3)=[O:11])[CH2:6][CH2:5]1)([CH3:3])[CH3:2] |f:2.3|. Procedure details: The title compound was synthesized in analogy to example 1, from 5-(4-isopropyl-piperazine-1-carbonyl)-1H-indole-2-carboxylic acid 1:1 hydrochloride, O-(benzotriazol-1-yl)-N,N,N′,N′-tetramethyluronium tetrafluoroborate (commercially available), methylbenzylamine (commercially available) and N,N-diisopropylethylamine in N,N-dimethylformamide to give the desired product after purification by preparative HPLC on reversed phase eluting with a gradient formed from acetonitrile/water/formic acid.